Task: describe an organic reaction: reactants, conditions, products, and yield. Dataset: the Open Reaction Database (ORD), a public repository of structured organic reaction records Starting materials: NC1=CC(=C(OC2=CC(=NC=N2)NC(=O)N2CCN(CC2)CCN2CCC2)C=C1)F (4-[2-(Azetidin-1-yl)ethyl]piperazine-1-carboxylic acid [6-(4-amino-2-fluorophenoxy)pyrimidin-4-yl]amide), solution, FC1=CC=C(C=C1)CC(=O)N=C=S (2-(4-fluorophenyl)acetyl isothiocyanate), [C@]12(C(=O)CC(CC1)C2(C)C)CS(=O)(=O)O ((S)-(+)-10-camphorsulfonic acid). Solvent: C(C)O (ethanol), C1(=CC=CC=C1)C (toluene). Reaction conditions: time 5 minute. Product: FC1=C(OC2=CC(=NC=N2)NC(=O)N2CCN(CC2)CCN2CCC2)C=CC(=C1)NC(=S)NC(CC1=CC=C(C=C1)F)=O (4-[2-(Azetidin-1-yl)ethyl]piperazine-1-carboxylic acid [6-(2-fluoro-4-{3-[2-(4-fluorophenyl)acetyl]thioureido}phenoxy)pyrimidin-4-yl]amide). Reaction SMILES: [NH2:1][C:2]1[CH:29]=[CH:28][C:5]([O:6][C:7]2[N:12]=[CH:11][N:10]=[C:9]([NH:13][C:14]([N:16]3[CH2:21][CH2:20][N:19]([CH2:22][CH2:23][N:24]4[CH2:27][CH2:26][CH2:25]4)[CH2:18][CH2:17]3)=[O:15])[CH:8]=2)=[C:4]([F:30])[CH:3]=1.[C@]12(CS(O)(=O)=O)C(C)(C)C(CC1)CC2=O.[F:46][C:47]1[CH:52]=[CH:51][C:50]([CH2:53][C:54]([N:56]=[C:57]=[S:58])=[O:55])=[CH:49][CH:48]=1>C(O)C.C1(C)C=CC=CC=1>[F:30][C:4]1[CH:3]=[C:2]([NH:1][C:57]([NH:56][C:54](=[O:55])[CH2:53][C:50]2[CH:51]=[CH:52][C:47]([F:46])=[CH:48][CH:49]=2)=[S:58])[CH:29]=[CH:28][C:5]=1[O:6][C:7]1[N:12]=[CH:11][N:10]=[C:9]([NH:13][C:14]([N:16]2[CH2:21][CH2:20][N:19]([CH2:22][CH2:23][N:24]3[CH2:27][CH2:26][CH2:25]3)[CH2:18][CH2:17]2)=[O:15])[CH:8]=1. Procedure: 4-[2-(Azetidin-1-yl)ethyl]piperazine-1-carboxylic acid [6-(4-amino-2-fluorophenoxy)pyrimidin-4-yl]amide (31 mg) was dissolved in ethanol (1 ml) under a nitrogen atmosphere, and then (S)-(+)-10-camphorsulfonic acid (47 mg) was added thereto, followed by stirring for 5 min. A 0.25 M solution of 2-(4-fluorophenyl)acetyl isothiocyanate in toluene (0.448 ml) was added thereto, followed by stirring for 15 hrs. The reaction mixture was partitioned between ethyl acetate (50 ml) and a saturated aqueous s... The reactants are COC(CC=1C=C(C(=CC1)OC)C1=C(C=C(C=C1)C(F)(F)F)C=O)=O ((2′-formyl-6-methoxy-4′-trifluoromethyl-biphenyl-3-yl)-acetic acid methyl ester), Cl.NCC(=O)N (glycinamide hydrochloride). Yields the product COC(CC=1C=C(C(=CC1)OC)C1=C(C=C(C=C1)C(F)(F)F)CNCC(N)=O)=O ({2′-[(Carbamoylmethyl-amino)-methyl]-6-methoxy-4′-trifluoromethyl-biphenyl-3-yl}-acetic acid methyl ester). As a reaction SMILES: [CH3:1][O:2][C:3](=[O:25])[CH2:4][C:5]1[CH:6]=[C:7]([C:13]2[CH:18]=[CH:17][C:16]([C:19]([F:22])([F:21])[F:20])=[CH:15][C:14]=2[CH:23]=O)[C:8]([O:11][CH3:12])=[CH:9][CH:10]=1.Cl.[NH2:27][CH2:28][C:29]([NH2:31])=[O:30]>>[CH3:1][O:2][C:3](=[O:25])[CH2:4][C:5]1[CH:6]=[C:7]([C:13]2[CH:18]=[CH:17][C:16]([C:19]([F:21])([F:22])[F:20])=[CH:15][C:14]=2[CH2:23][NH:27][CH2:28][C:29](=[O:30])[NH2:31])[C:8]([O:11][CH3:12])=[CH:9][CH:10]=1 |f:1.2|. Procedure: Prepared according to the procedure described in Example 4, Step 1, using the following starting materials: (2′-formyl-6-methoxy-4′-trifluoromethyl-biphenyl-3-yl)-acetic acid methyl ester and glycinamide hydrochloride. RXN SMILES: [Br:1][CH2:2][c:3]1[n:4]([CH3:28])[c:5]2[n:6][c:7](-[n:18]3[c:19]([CH3:27])[n:20][c:21]4[c:22]3[cH:23][cH:24][cH:25][cH:26]4)[n:8][c:9]([N:12]3[CH2:13][CH2:14][O:15][CH2:16][CH2:17]3)[c:10]2[n:11]1.[NH2:29][CH2:30][C:31]([CH3:32])([OH:33])[CH3:34]>>[CH2:2]([c:3]1[n:4]([CH3:28])[c:5]2[n:6][c:7](-[n:18]3[c:19]([CH3:27])[n:20][c:21]4[c:22]3[cH:23][cH:24][cH:25][cH:26]4)[n:8][c:9]([N:12]3[CH2:13][CH2:14][O:15][CH2:16][CH2:17]3)[c:10]2[n:11]1)[NH:29][CH2:30][C:31]([CH3:32])([OH:33])[CH3:34]. Product: Cc1nc2ccccc2n1-c1nc(N2CCOCC2)c2nc(CNCC(C)(C)O)n(C)c2n1. Starting materials: Cc1nc2ccccc2n1-c1nc(N2CCOCC2)c2nc(CBr)n(C)c2n1, CC(C)(O)CN.